Dataset: the Open Reaction Database (ORD), a public repository of structured organic reaction records. Task: describe an organic reaction: reactants, conditions, products, and yield Starting materials: COC1=C(C=CC(=C1)OC)C1=CC=CC=2CC(OC21)CN ((±)-1-[7-(2,4-dimethoxyphenyl)-2,3-dihydro-1-benzofuran-2-yl]methanamine), Intermediate 12, C(C)(C)N(CC)C(C)C (diisopropylethylamine), ClC(=O)OCC1=CC=CC=C1 (benzyl chloroformate). Yields the product COC1=C(C=CC(=C1)OC)C1=CC=CC=2CC(OC21)CNC(OCC2=CC=CC=C2)=O ((±)-benzyl {[7-(2,4-dimethoxyphenyl)-2,3-dihydro-1-benzofuran-2-yl]methyl}carbamate). Yield: 85.4%. RXN SMILES: [CH3:1][O:2][C:3]1[CH:8]=[C:7]([O:9][CH3:10])[CH:6]=[CH:5][C:4]=1[C:11]1[C:19]2[O:18][CH:17]([CH2:20][NH2:21])[CH2:16][C:15]=2[CH:14]=[CH:13][CH:12]=1.C(N(C(C)C)CC)(C)C.Cl[C:32]([O:34][CH2:35][C:36]1[CH:41]=[CH:40][CH:39]=[CH:38][CH:37]=1)=[O:33]>>[CH3:1][O:2][C:3]1[CH:8]=[C:7]([O:9][CH3:10])[CH:6]=[CH:5][C:4]=1[C:11]1[C:19]2[O:18][CH:17]([CH2:20][NH:21][C:32](=[O:33])[O:34][CH2:35][C:36]3[CH:41]=[CH:40][CH:39]=[CH:38][CH:37]=3)[CH2:16][C:15]=2[CH:14]=[CH:13][CH:12]=1. Procedure: Treatment of (±)-1-[7-(2,4-dimethoxyphenyl)-2,3-dihydro-1-benzofuran-2-yl]methanamine (1.42 g, 4.41 mmol) with diisopropylethylamine (0.855 g, 6.62 mmol) followed by benzyl chloroformate (0.828 g, 4.85 mmol) generally according to the procedure described for Intermediate 12 provided 1.58 g (85%) of (±)-benzyl {[7-(2,4-dimethoxyphenyl)-2,3-dihydro-1-benzofuran-2-yl]methyl}carbamate as a colorless oil. Anal. calcd. for C25H25NO5: C, 71.58; H, 6.01; N, 3.34. Found: C, 71.24; H, 5.92; N, 3.09. Chira... Starting materials: [BH3-]C#N, CCOC(=O)c1cc(C=O)c[nH]1, CC(=O)O, CO, [K+], [K+], Nc1ccc(Cl)cc1, [Na+], O=C([O-])[O-]. Yields the product CCOC(=O)c1cc(CNc2ccc(Cl)cc2)c[nH]1. Reaction SMILES: [C:21]([BH3-:22])#[N:23].[CH2:1]([CH3:2])[O:3][C:4](=[O:5])[c:6]1[nH:7][cH:8][c:9]([CH:11]=[O:12])[cH:10]1.[CH3:31][C:32](=[O:33])[OH:34].[CH3:35][OH:36].[K+:25].[K+:26].[NH2:13][c:14]1[cH:15][cH:16][c:17]([Cl:18])[cH:19][cH:20]1.[Na+:24].[O-:27][C:28]([O-:29])=[O:30]>>[CH2:1]([CH3:2])[O:3][C:4](=[O:5])[c:6]1[nH:7][cH:8][c:9]([CH2:11][NH:13][c:14]2[cH:15][cH:16][c:17]([Cl:18])[cH:19][cH:20]2)[cH:10]1. Starting materials: CC(=O)O[BH-](OC(C)=O)OC(C)=O, CCCCOCCOc1ccc(-c2ccc3c(c2)C=C(C(=O)Nc2ccc(C(O)c4cccc[n+]4[O-])cc2)CCN3)cc1, CC(=O)O, O=Cc1ccccc1, ClCCCl, [Na+], O. The product is CCCCOCCOc1ccc(-c2ccc3c(c2)C=C(C(=O)Nc2ccc(C(O)c4cccc[n+]4[O-])cc2)CCN3Cc2ccccc2)cc1. Reaction SMILES: [C:52]([O:53][BH-:54]([O:55][C:56](=[O:57])[CH3:58])[O:59][C:60](=[O:61])[CH3:62])(=[O:63])[CH3:64].[CH2:1]([CH2:2][CH2:3][CH3:4])[O:5][CH2:6][CH2:7][O:8][c:9]1[cH:10][cH:11][c:12](-[c:15]2[cH:16][cH:17][c:18]3[c:19]([cH:43]2)[CH:20]=[C:21]([C:25](=[O:26])[NH:27][c:28]2[cH:29][cH:30][c:31]([CH:34]([c:35]4[n+:36]([O-:41])[cH:37][cH:38][cH:39][cH:40]4)[OH:42])[cH:32][cH:33]2)[CH2:22][CH2:23][NH:24]3)[cH:13][cH:14]1.[CH3:66][C:67](=[O:68])[OH:69].[CH:44](=[O:45])[c:46]1[cH:47][cH:48][cH:49][cH:50][cH:51]1.[Cl:70][CH2:71][CH2:72][Cl:73].[Na+:65].[OH2:74]>>[CH2:1]([CH2:2][CH2:3][CH3:4])[O:5][CH2:6][CH2:7][O:8][c:9]1[cH:10][cH:11][c:12](-[c:15]2[cH:16][cH:17][c:18]3[c:19]([cH:43]2)[CH:20]=[C:21]([C:25](=[O:26])[NH:27][c:28]2[cH:29][cH:30][c:31]([CH:34]([c:35]4[n+:36]([O-:41])[cH:37][cH:38][cH:39][cH:40]4)[OH:42])[cH:32][cH:33]2)[CH2:22][CH2:23][N:24]3[CH2:44][c:46]2[cH:47][cH:48][cH:49][cH:50][cH:51]2)[cH:13][cH:14]1. Starting materials: ClC1=CC=C2C(=N1)CN(C2)C(=O)C2=C(C=CC(=C2)S(=O)(=O)C)O[C@H](C(F)(F)F)C ((2-chloro-5,7-dihydro-pyrrolo[3,4-b]pyridin-6-yl)-[5-methanesulfonyl-2-((S)-2,2,2-trifluoro-1-methyl-ethoxy)-phenyl]-methanone), C(CCC)[Sn](C=1CCOCC1)(CCCC)CCCC (tributyl-(3,6-dihydro-2H-pyran-4-yl)-stannane). Product: O1CCC(=CC1)C1=CC=C2C(=N1)CN(C2)C(=O)C2=C(C=CC(=C2)S(=O)(=O)C)O[C@H](C(F)(F)F)C ([2-(3,6-Dihydro-2H-pyran-4-yl)-5,7-dihydro-pyrrolo[3,4-b]pyridin-6-yl]-[5-methanesulfonyl-2-((S)-2,2,2-trifluoro-1-methyl-ethoxy)-phenyl]-methanone). As a reaction SMILES: Cl[C:2]1[N:7]=[C:6]2[CH2:8][N:9]([C:11]([C:13]3[CH:18]=[C:17]([S:19]([CH3:22])(=[O:21])=[O:20])[CH:16]=[CH:15][C:14]=3[O:23][C@@H:24]([CH3:29])[C:25]([F:28])([F:27])[F:26])=[O:12])[CH2:10][C:5]2=[CH:4][CH:3]=1.C([Sn](CCCC)(CCCC)[C:35]1[CH2:36][CH2:37][O:38][CH2:39][CH:40]=1)CCC>>[O:38]1[CH2:37][CH:36]=[C:35]([C:2]2[N:7]=[C:6]3[CH2:8][N:9]([C:11]([C:13]4[CH:18]=[C:17]([S:19]([CH3:22])(=[O:20])=[O:21])[CH:16]=[CH:15][C:14]=4[O:23][C@@H:24]([CH3:29])[C:25]([F:28])([F:26])[F:27])=[O:12])[CH2:10][C:5]3=[CH:4][CH:3]=2)[CH2:40][CH2:39]1. Reported procedure: Prepared in analogy to Example A54(a) from (2-chloro-5,7-dihydro-pyrrolo[3,4-b]pyridin-6-yl)-[5-methanesulfonyl-2-((S)-2,2,2-trifluoro-1-methyl-ethoxy)-phenyl]-methanone (Example C4) and tributyl-(3,6-dihydro-2H-pyran-4-yl)-stannane. White solid. MS (m/e): 497.4 [M+H]+, 100%). Starting materials: NC1C(N(C2=C(N(C1=O)CC(=O)N(C1=CC=CC=C1)C(C)C)C=CC=C2)C2=CC=CC=C2)=O (2-{3-Amino-2,4-dioxo-5-phenyl-2,3,4,5-tetrahydro-benzo [b] [1, 4] diazepine-1-yl)-N-isopropyl-N-phenyl acetamide), N1C(=CC2=CC=CC=C12)C(=O)O (indole-2-carboxylic acid), ON1N=NC2=C1C=CC=C2 (N-hydroxybenzotriazole), Cl.CN(CCCN=C=NCC)C (1-(3-dimethylaminopropyl)-3-ethylcarbodiimide hydrochloride), solution, resultant mixture. Reagents/catalysts: C(C)N(CC)CC (Triethylamine). Solvent: CN(C=O)C (N,N-dimethylformamide). Product: C(C)(C)C(N1C2=C(N(C(C(C1=O)NC(=O)C=1NC3=CC=CC=C3C1)=O)C1=CC=CC=C1)C=CC=C2)(C(N)=O)C2=CC=CC=C2 (1H-Indole-2-carboxylic acid [1-(Isopropyl-phenyl-carbamoylmethyl)-2,4-dioxo-5-phenyl-2,3,4,5-tetrahydro-1H-benzo[b][1,4]diazepin-3-yl]-amide). Isolated yield 183.7%. As a reaction SMILES: [NH2:1][CH:2]1[C:8](=[O:9])[N:7]([CH2:10][C:11]([N:13](C(C)C)C2C=CC=CC=2)=[O:12])[C:6]2[CH:23]=[CH:24][CH:25]=[CH:26][C:5]=2[N:4](C2C=CC=CC=2)[C:3]1=[O:33].[NH:34]1[C:42]2[C:37](=[CH:38][CH:39]=[CH:40][CH:41]=2)[CH:36]=[C:35]1[C:43]([OH:45])=O.ON1[C:51]2[CH:52]=[CH:53][CH:54]=[CH:55][C:50]=2N=N1.Cl.CN(C)[CH2:59][CH2:60][CH2:61]N=C=NCC>CN(C)C=O.C(N(CC)CC)C>[CH:5]([C:10]([C:59]1[CH:60]=[CH:61][CH:8]=[CH:2][CH:3]=1)([C:11](=[O:12])[NH2:13])[N:7]1[C:8](=[O:9])[CH:2]([NH:1][C:43]([C:35]2[NH:34][C:42]3[C:37]([CH:36]=2)=[CH:38][CH:39]=[CH:40][CH:41]=3)=[O:45])[C:3](=[O:33])[N:4]([C:5]2[CH:26]=[CH:25][CH:24]=[CH:23][CH:6]=2)[C:51]2[CH:52]=[CH:53][CH:54]=[CH:55][C:50]1=2)([CH3:26])[CH3:6] |f:3.4|. Procedure details: To a vigorously stirred solution of 2-{3-Amino-2,4-dioxo-5-phenyl-2,3,4,5-tetrahydro-benzo [b] [1, 4] diazepine-1-yl)-N-isopropyl-N-phenyl acetamide (0.116 g) in N,N-dimethylformamide (5 ml) at ambient temperature was added indole-2-carboxylic acid (0.0423 g, 0.262 mmol), N-hydroxybenzotriazole (0.0354 g), and 1-(3-dimethylaminopropyl)-3-ethylcarbodiimide hydrochloride (0.0503 g) successively. Triethylamine (8 drops) was added dropwise to maintain the basicity (pH=9) of the solution was reached.... Reaction SMILES: [CH:1](=[CH:2][c:3]1[cH:4][cH:5][cH:6][cH:7][cH:8]1)[c:9]1[n:10][c:11]2[c:12]([nH:13]1)[cH:14][cH:15][cH:16][cH:17]2.[Cl:18][c:19]1[n:20][c:21]([Cl:25])[cH:22][cH:23][cH:24]1.[n:26]1[cH:27][cH:28][cH:29][cH:30][c:31]1-[n:32]1[c:33]2[cH:34][cH:35][cH:36][cH:37][c:38]2[n:39][c:40]1[CH:41]=[CH:42][c:43]1[cH:44][cH:45][cH:46][cH:47][cH:48]1>>[CH:1](=[CH:2][c:3]1[cH:4][cH:5][cH:6][cH:7][cH:8]1)[c:9]1[n:10][c:11]2[c:12]([n:13]1-[c:21]1[n:20][c:19]([Cl:18])[cH:24][cH:23][cH:22]1)[cH:14][cH:15][cH:16][cH:17]2. The reactants are C(=Cc1nc2ccccc2[nH]1)c1ccccc1, Clc1cccc(Cl)n1, C(=Cc1nc2ccccc2n1-c1ccccn1)c1ccccc1. Yields the product Clc1cccc(-n2c(C=Cc3ccccc3)nc3ccccc32)n1. Starting materials: [NH4+].[Cl-] (NH4Cl), COC1=CC=C2CCCCC2=C1 (7-methoxy-3,4-dihydro-1H-naphthalene), [BH4-].[Na+] (NaBH4), CO (MeOH), CO (MeOH). Conditions: temperature -20 celsius, time 10 minute. The product is COC1=CC=C2CCC(CC2=C1)O (7-methoxy-1,2,3,4-tetrahydronaphthalen-2-ol). RXN SMILES: [CH3:1][O:2][C:3]1[CH:12]=[C:11]2[C:6]([CH2:7][CH2:8][CH2:9][CH2:10]2)=[CH:5][CH:4]=1.[BH4-].[Na+].[NH4+].[Cl-].C[OH:18]>>[CH3:1][O:2][C:3]1[CH:12]=[C:11]2[C:6]([CH2:7][CH2:8][CH:9]([OH:18])[CH2:10]2)=[CH:5][CH:4]=1 |f:1.2,3.4|. Reported procedure: A solution of 7-methoxy-3,4-dihydro-1H-naphthalene (5.00 g, 28.4 mmol) in MeOH (5 mL) is added to a suspension of NaBH4 (2.8 g, 74 mmol) in MeOH (40 mL) at −20° C. The mixture is stirred at −20° C. for 10 min. Solid NH4Cl is added, and the mixture is concentrated to remove most of the MeOH. The residue is partitioned between EtOAc and, sequentially, aq. NH4Cl and brine. The organic layer is dried over MgSO4 and concentrated to afford 7-methoxy-1,2,3,4-tetrahydronaphthalen-2-ol as a red solid. Reactants: C1(=CC=CC=C1)[C@H]1[C@H](C(N1)=O)O[Si](CC)(CC)CC ((3R, 4S)-4-phenyl-3-triethylsilyloxy-2-azetidinone), C(C)(C)N(C(C)C)CC (N,N-diisopropylethylamine), C(C1=CC=CC=C1)(=O)Cl (benzoyl chloride). Reagents/catalysts: CN(C1=CC=NC=C1)C (4-dimethylaminopyridine). The solvent is C(Cl)Cl (CH2Cl2), C(C)(=O)OCC (ethyl acetate). Run at time 5 minute. Yields the product C(C1=CC=CC=C1)(=O)N1C([C@@H]([C@@H]1C1=CC=CC=C1)O[Si](CC)(CC)CC)=O ((3R, 4S)-1-Benzoyl-4-phenyl-3-triethylsilyloxy-2-azetidinone). RXN SMILES: [C:1]1([C@@H:7]2[NH:10][C:9](=[O:11])[C@@H:8]2[O:12][Si:13]([CH2:18][CH3:19])([CH2:16][CH3:17])[CH2:14][CH3:15])[CH:6]=[CH:5][CH:4]=[CH:3][CH:2]=1.C(N(CC)C(C)C)(C)C.[C:29](Cl)(=[O:36])[C:30]1[CH:35]=[CH:34][CH:33]=[CH:32][CH:31]=1>C(Cl)Cl.CN(C)C1C=CN=CC=1.C(OCC)(=O)C>[C:29]([N:10]1[C@@H:7]([C:1]2[CH:2]=[CH:3][CH:4]=[CH:5][CH:6]=2)[C@@H:8]([O:12][Si:13]([CH2:16][CH3:17])([CH2:18][CH3:19])[CH2:14][CH3:15])[C:9]1=[O:11])(=[O:36])[C:30]1[CH:35]=[CH:34][CH:33]=[CH:32][CH:31]=1. Reported procedure: To a stirred solution of (3R, 4S)-4-phenyl-3-triethylsilyloxy-2-azetidinone (LXXII) (1.000 g, 3.601 mmol) in dry CH2Cl2 (25 mL) was added N,N-diisopropylethylamine (0.689 mL, 3.961 mmol, 1.1 equiv) at 0° C. under an argon atmosphere. The solution was stirred for 5 min followed by the addition of benzoyl chloride (0.459 mL, 3.961 mmol, 1.1 equiv) and 4-dimethylaminopyridine (96.5 mg, 0.790 mmol, 0.20 equiv). The reaction mixture was stirred at room temperature for 1 h, then it was diluted with et...